describe an organic reaction: reactants, conditions, products, and yield From a dataset of the Open Reaction Database (ORD), a public repository of structured organic reaction records. Starting materials: ClC1=NC(=NC(=C1)NCC1=CC=C(C=C1)OC)NN (4-chloro-2-hydrazino-6-(4-methoxybenzyl)aminopyrimidine), C(C)O (ethanol), CC(C(C(C(=O)O)=COC)=O)C.COC=C(C(=O)CC(=O)OC)C (methyl 2-(methoxymethylene)propionylacetate (methyl 2-methoxymethylene-3-oxopentanoate)), CCOCC (ether). The solvent is CCCCCC (hexane). Conditions: time 30 minute. Yields the product ClC1=NC(=NC(=C1)NCC1=CC=C(C=C1)OC)N1N=CC(=C1CC)C(=O)OC (Methyl 1-[4-chloro-6-(4-methoxybenzyl)amino-2-pyrimidinyl]-5-ethyl-4-pyrazolecarboxylate). RXN SMILES: [Cl:1][C:2]1[CH:7]=[C:6]([NH:8][CH2:9][C:10]2[CH:15]=[CH:14][C:13]([O:16][CH3:17])=[CH:12][CH:11]=2)[N:5]=[C:4]([NH:18][NH2:19])[N:3]=1.[CH2:20](O)C.[CH3:23][CH:24](C)[C:25](=O)[C:26](=[CH:30]OC)[C:27]([OH:29])=[O:28].COC=C(C)C(CC(OC)=O)=O.CCOCC>CCCCCC>[Cl:1][C:2]1[CH:7]=[C:6]([NH:8][CH2:9][C:10]2[CH:11]=[CH:12][C:13]([O:16][CH3:17])=[CH:14][CH:15]=2)[N:5]=[C:4]([N:18]2[C:25]([CH2:24][CH3:23])=[C:26]([C:27]([O:29][CH3:20])=[O:28])[CH:30]=[N:19]2)[N:3]=1 |f:2.3|. Reported procedure: A 2.8 g portion of 4-chloro-2-hydrazino-6-(4-methoxybenzyl)aminopyrimidine was added to an ethanol solution (20 ml) of 1.72 g of methyl 2-(methoxymethylene)propionylacetate (methyl 2-methoxymethylene-3-oxopentanoate) at room temperature and stirred for 30 minutes, and then the mixture was heated under reflux for 3 hours. After concentration of the reaction solution under a reduced pressure, ether and hexane were added to the residue and the precipitate was collected by filtration to obtain 2.53 ...